Dataset: the Open Reaction Database (ORD), a public repository of structured organic reaction records. Task: describe an organic reaction: reactants, conditions, products, and yield The reactants are NC=1SC=C(N1)/C(/C(=O)O)=N/OCCO (2-(2-aminothiazol-4-yl)-2(Z)-(2-hydroxyethoxyimino)acetic acid), N[C@H]1[C@@H]2N(C(=C(CS2)COC(CC(C)=O)=O)C(=O)O)C1=O (7β-amino-3-(3-oxobutyryloxymethyl)-3-cephem-4-carboxylic acid). Yields the product NC=1SC=C(N1)/C(/C(=O)N[C@H]1[C@@H]2N(C(=C(CS2)COC(CC(C)=O)=O)C(=O)O)C1=O)=N/OCCO (7β-[2-(2-Aminothiazol-4-yl)-2(Z)-(2-hydroxyethoxyimino)acetamido]-3-(3-oxobutyryloxymethyl)-3-cephem-4-carboxylic acid). RXN SMILES: [NH2:1][C:2]1[S:3][CH:4]=[C:5](/[C:7](=[N:11]/[O:12][CH2:13][CH2:14][OH:15])/[C:8]([OH:10])=O)[N:6]=1.[NH2:16][C@@H:17]1[C:35](=[O:36])[N:19]2[C:20]([C:32]([OH:34])=[O:33])=[C:21]([CH2:24][O:25][C:26](=[O:31])[CH2:27][C:28](=[O:30])[CH3:29])[CH2:22][S:23][C@H:18]12>>[NH2:1][C:2]1[S:3][CH:4]=[C:5](/[C:7](=[N:11]/[O:12][CH2:13][CH2:14][OH:15])/[C:8]([NH:16][C@@H:17]2[C:35](=[O:36])[N:19]3[C:20]([C:32]([OH:34])=[O:33])=[C:21]([CH2:24][O:25][C:26](=[O:31])[CH2:27][C:28](=[O:30])[CH3:29])[CH2:22][S:23][C@H:18]23)=[O:10])[N:6]=1. Procedure details: Starting from 2-(2-aminothiazol-4-yl)-2(Z)-(2-hydroxyethoxyimino)acetic acid and 7β-amino-3-(3-oxobutyryloxymethyl)-3-cephem-4-carboxylic acid, the titled compound is obtained by the procedure of Reference Example 3. Reactants: [H-].[Na+] (sodium hydride), C(C)(C)(C)C1=C(C(=CC=C1)C)O (2-tert-butyl-6-methylphenol), C(CCCCCCCCCCC)N1C(C=CC1=O)=O (N-n-dodecylmaleimide). Solvent: C(C)(C)(C)O (tert-butyl alcohol). The product is C(C)(C)(C)C=1C=C(C=C(C1O)C)C1C(N(C(C1)=O)CCCCCCCCCCCC)=O (3-(3-tert-butyl-4-hydroxy-5-methylphenyl)-1-n-dodecylpyrrolidine-2,5-dione). RXN SMILES: [H-].[Na+].[C:3]([C:7]1[CH:12]=[CH:11][CH:10]=[C:9]([CH3:13])[C:8]=1[OH:14])([CH3:6])([CH3:5])[CH3:4].[CH2:15]([N:27]1[C:31](=[O:32])[CH:30]=[CH:29][C:28]1=[O:33])[CH2:16][CH2:17][CH2:18][CH2:19][CH2:20][CH2:21][CH2:22][CH2:23][CH2:24][CH2:25][CH3:26]>C(O)(C)(C)C>[C:3]([C:7]1[CH:12]=[C:11]([CH:30]2[CH2:29][C:28](=[O:33])[N:27]([CH2:15][CH2:16][CH2:17][CH2:18][CH2:19][CH2:20][CH2:21][CH2:22][CH2:23][CH2:24][CH2:25][CH3:26])[C:31]2=[O:32])[CH:10]=[C:9]([CH3:13])[C:8]=1[OH:14])([CH3:6])([CH3:5])[CH3:4] |f:0.1|. Reported procedure: This compound is prepared by the procedure of Example 1 from 1.20 g (50 mmol) of sodium hydride, 8.21 g (50 mmol) of 2-tert-butyl-6-methylphenol, and 13.27 g (50 mmol) of N-n-dodecylmaleimide in tert-butyl alcohol. The residue is purified by preparative HPLC (8:2 heptane:ethyl acetate eluent) to give 4.70 g (22%) of a yellow wax. Starting materials: N#CCBr, CC(C)(C)OC(=O)N1CCNCC1, C1CCOC1, CO, [H-], [Na+]. As a reaction SMILES: [Br:16][CH2:17][C:18]#[N:19].[C:1]([CH3:2])([CH3:3])([CH3:4])[O:5][C:6](=[O:7])[N:8]1[CH2:9][CH2:10][NH:11][CH2:12][CH2:13]1.[CH2:22]1[O:23][CH2:24][CH2:25][CH2:26]1.[CH3:20][OH:21].[H-:15].[Na+:14]>>[C:1]([CH3:2])([CH3:3])([CH3:4])[O:5][C:6](=[O:7])[N:8]1[CH2:9][CH2:10][N:11]([CH2:17][C:18]#[N:19])[CH2:12][CH2:13]1. The product is CC(C)(C)OC(=O)N1CCN(CC#N)CC1. Reactants: CCc1cc2c(ccc(=O)n2Cc2ccc(-c3ccccc3S(=O)(=O)NC(C)(C)C)cc2)c(CC)n1, O=C(O)C(F)(F)F. Yields the product CCc1cc2c(ccc(=O)n2Cc2ccc(-c3ccccc3S(N)(=O)=O)cc2)c(CC)n1. As a reaction SMILES: [C:1]([CH3:2])([CH3:3])([CH3:4])[NH:5][S:6](=[O:7])(=[O:8])[c:9]1[c:10](-[c:15]2[cH:16][cH:17][c:18]([CH2:21][n:22]3[c:23](=[O:36])[cH:24][cH:25][c:26]4[c:27]([CH2:34][CH3:35])[n:28][c:29]([CH2:32][CH3:33])[cH:30][c:31]34)[cH:19][cH:20]2)[cH:11][cH:12][cH:13][cH:14]1.[OH:37][C:38]([C:39]([F:40])([F:41])[F:42])=[O:43]>>[NH2:5][S:6](=[O:7])(=[O:8])[c:9]1[c:10](-[c:15]2[cH:16][cH:17][c:18]([CH2:21][n:22]3[c:23](=[O:36])[cH:24][cH:25][c:26]4[c:27]([CH2:34][CH3:35])[n:28][c:29]([CH2:32][CH3:33])[cH:30][c:31]34)[cH:19][cH:20]2)[cH:11][cH:12][cH:13][cH:14]1. Starting materials: ClC=1C=CC(=NC1)N (5-chloro-pyridin-2-ylamine), I(=O)(=O)[O-].[K+] (potassium iodate), [I-].[K+] (potassium iodide). The solvent is S(O)(O)(=O)=O (sulfuric acid), O (water). Run at temperature 100 celsius, time 30 minute. The product is ClC=1C=C(C(=NC1)N)I (5-Chloro-3-iodo-pyridin-2-ylamine). Isolated yield 169.6%. Reaction SMILES: [Cl:1][C:2]1[CH:3]=[CH:4][C:5]([NH2:8])=[N:6][CH:7]=1.[I:9]([O-])(=O)=O.[K+].[I-].[K+]>S(=O)(=O)(O)O.O>[Cl:1][C:2]1[CH:3]=[C:4]([I:9])[C:5]([NH2:8])=[N:6][CH:7]=1 |f:1.2,3.4|. Reported procedure: A stirred solution of 5-chloro-pyridin-2-ylamine (51.4 g, 0.40 mol) in 2M sulfuric acid (700 mL) was treated portionwise with potassium iodate (43.7 g, 0.2 mol) and the mixture heated to 100° C. A solution of potassium iodide (36.5 g, 0.55 mol) in water (100 mL) was added dropwise over ca. 1 hour. The mixture was allowed to stir for a further 30 minutes then cooled to ambient temperature. The pH of the aqueous phase was adjusted to 8-9 and the mixture extracted with ethyl acetate (×3). The combi... Starting materials: N1(C=NC=C1)C1=CC=C(C=C1)C=1OC2=C(C(C1OCC1=CC=CC=C1)=O)C=C(C=C2)NC(C)=O ((4-(imidazol-1-yl)-phenyl]-3-benzyloxy-6-acetamido-4H-1-benzopyran-4-one), Cl (HCl). The solvent is C(C)O (ethanol). Product: N1(C=NC=C1)C1=CC=C(C=C1)C=1OC2=C(C(C1OCC1=CC=CC=C1)=O)C=C(C=C2)N ((4-(imidazol-1-yl)-phenyl]-3-benzyloxy-6-amino-4H-1-benzopyran-4-one). Reaction SMILES: [N:1]1([C:6]2[CH:11]=[CH:10][C:9]([C:12]3[O:13][C:14]4[CH:30]=[CH:29][C:28]([NH:31]C(=O)C)=[CH:27][C:15]=4[C:16](=[O:26])[C:17]=3[O:18][CH2:19][C:20]3[CH:25]=[CH:24][CH:23]=[CH:22][CH:21]=3)=[CH:8][CH:7]=2)[CH:5]=[CH:4][N:3]=[CH:2]1.Cl>C(O)C>[N:1]1([C:6]2[CH:11]=[CH:10][C:9]([C:12]3[O:13][C:14]4[CH:30]=[CH:29][C:28]([NH2:31])=[CH:27][C:15]=4[C:16](=[O:26])[C:17]=3[O:18][CH2:19][C:20]3[CH:25]=[CH:24][CH:23]=[CH:22][CH:21]=3)=[CH:8][CH:7]=2)[CH:5]=[CH:4][N:3]=[CH:2]1. Procedure details: 2-[(4-(imidazol-1-yl)-phenyl]-3-benzyloxy-6-acetamido-4H-1-benzopyran-4-one (7 g; 15.5 mmol) was suspended in ethanol (250 mL), HCl 4N (16 mL; 62 mmol) was added and the mixture refluxed for 24 hours. After cooling, the reaction was concentrated and the precipitate was filtered off. The crude was suspended in diisopropyl ether, filtered and dried to give the titled compound as light yellow solid. 1H-NMR (d6-DMSO): 9.91 (s, 1H); 8.44 (d, 1H); 8.22 (d, 2H); 7.90 (d, 3H); 7.78 (d, 2H); 7.33 (d, 1H)... The reactants are C(C)OC(=O)N1CC2=CC=CC(=C2C1)[N+](=O)[O-] (2-ethoxycarbonyl-4-nitroisoindoline), Br (hydrobromic acid). The solvent is C(C)(=O)O (acetic acid). Conditions: temperature 100 celsius, time 20 hour. Product: Br.[N+](=O)([O-])C1=C2CNCC2=CC=C1 (4-nitroisoindoline hydrobromide). RXN SMILES: C(OC([N:6]1[CH2:14][C:13]2[C:8](=[CH:9][CH:10]=[CH:11][C:12]=2[N+:15]([O-:17])=[O:16])[CH2:7]1)=O)C.[BrH:18]>C(O)(=O)C>[BrH:18].[N+:15]([C:12]1[CH:11]=[CH:10][CH:9]=[C:8]2[C:13]=1[CH2:14][NH:6][CH2:7]2)([O-:17])=[O:16] |f:3.4|. Procedure details: 2.36 g of 2-ethoxycarbonyl-4-nitroisoindoline was added to 70 ml of 25% hydrobromic acid in acetic acid. The mixture was stirred for 20 hours at 100° C., concentrated under reduced pressure, and recrystallized from ethanol to give 2.11 g of 4-nitroisoindoline hydrobromide. Starting materials: three, 4-vinylpyridine, C=CC1=CC=CC=C1 (styrene), N(=NC(C#N)(C)C)C(C#N)(C)C (azobisisobutyronitrile), C1=CC=CC=C1 (benzene), C(=C)C1=NC=CC=C1 (vinylpyridine). The solvent is CCCCCC (n-hexane). The product is C(=C)C1=CC=NC=C1.C=CC1=CC=CC=C1 (4-vinylpyridine styrene). Isolated yield 20.0%. RXN SMILES: [CH2:1]=[CH:2][C:3]1[CH:8]=[CH:7][CH:6]=[CH:5][CH:4]=1.[N:9](C(C)(C)C#N)=NC(C)(C)C#N.C1C=CC=CC=1.C(C1C=CC=CN=1)=C>CCCCCC>[CH:2]([C:3]1[CH:8]=[CH:7][N:9]=[CH:5][CH:4]=1)=[CH2:1].[CH2:1]=[CH:2][C:3]1[CH:8]=[CH:7][CH:6]=[CH:5][CH:4]=1 |f:5.6|. Procedure details: In a 200 ml three necked flask were charged 21 g of 4-vinylpyridine, 21 g of styrene and 0.1 g of azobisisobutyronitrile and 90 ml of benzene. The mixture was polymerized at 80° C. for 6 hrs under a nitrogen atmosphere. The reaction liquid was poured into a large amount of n-hexane to thereby obtain white precipitates. After filtering and drying, a white powder was obtained. The molar fraction of vinylpyridine in the polymer was 0.57 and the yield was 20%.